describe an organic reaction: reactants, conditions, products, and yield From a dataset of the Open Reaction Database (ORD), a public repository of structured organic reaction records. The reactants are [H-].[Al+3].[Li+].[H-].[H-].[H-] (lithium aluminum hydride), C(C1=CC=CC=C1)OC1=CC=C(C=C1)NC(=O)C=1C=C2C=CC=NC2=CC1 (quinoline-6-carboxylic acid (4-benzyloxyphenyl)-amide), [Cl-].[NH4+] (ammonium chloride), O(C1=CC=CC=C1)C1=CC=C(S1)CNC(=O)C=1C=C2C(=NC1)NCC2 (2.3-Dihydro-1H-pyrrolo[2.3-b]pyridine-5-carboxylic acid (5-phenoxy-thiophen-2-ylmethyl)-amide). Solvent: O1CCCC1 (tetrahydrofuran), O1CCCC1 (tetrahydrofuran). Product: C(C1=CC=CC=C1)OC1=CC=C(C=C1)NCC=1C=C2C=CC=NC2=CC1 ((4-Benzyloxy-phenyl)-quinolin-6-ylmethyl-amine). The yield is 33.0%. Reaction SMILES: [H-].[Al+3].[Li+].[H-].[H-].[H-].[CH2:7]([O:14][C:15]1[CH:20]=[CH:19][C:18]([NH:21][C:22]([C:24]2[CH:25]=[C:26]3[C:31](=[CH:32][CH:33]=2)[N:30]=[CH:29][CH:28]=[CH:27]3)=O)=[CH:17][CH:16]=1)[C:8]1[CH:13]=[CH:12][CH:11]=[CH:10][CH:9]=1.O(C1SC(CNC(C2C=C3CCNC3=NC=2)=O)=CC=1)C1C=CC=CC=1.[Cl-].[NH4+]>O1CCCC1>[CH2:7]([O:14][C:15]1[CH:16]=[CH:17][C:18]([NH:21][CH2:22][C:24]2[CH:25]=[C:26]3[C:31](=[CH:32][CH:33]=2)[N:30]=[CH:29][CH:28]=[CH:27]3)=[CH:19][CH:20]=1)[C:8]1[CH:9]=[CH:10][CH:11]=[CH:12][CH:13]=1 |f:0.1.2.3.4.5,8.9|. Procedure: To a solution of lithium aluminum hydride (52 mg, 1.37 mmol) in tetrahydrofuran (10 mL) was added a solution of quinoline-6-carboxylic acid (4-benzyloxyphenyl)-amide described in Preparation Example Z+-2 (194 mg, 19%) in tetrahydrofuran, and the solution was stirred under reflux for 3 hours. The reaction solution was allowed to room temperature, an aqueous solution of saturated ammonium chloride was added thereto, the solution was extracted with ethyl acetate and dried over anhydrous magnesium s... Starting materials: ClC1=NC(=CC(=C1)Cl)OCC1=CSC=C1 (2,4-dichloro-6-(3-thienylmethyloxy)pyridine), resultant solution, O (water), FC(C=1C=C(C=CC1)O)(F)F (meta-trifluoromethylphenol), [H-].[Na+] (sodium hydride). Solvent: CN(C(C)=O)C (N,N-dimethylacetamide), CN(C(C)=O)C (N,N-dimethylacetamide). The product is ClC1=CC(=NC(=C1)OC1=CC(=CC=C1)C(F)(F)F)OCC1=CSC=C1 (4-chloro-2-(3-thienylmethyloxy)-6-(meta-trifluoromethylphenoxy)pyridine). Reaction SMILES: [F:1][C:2]([F:11])([F:10])[C:3]1[CH:4]=[C:5]([OH:9])[CH:6]=[CH:7][CH:8]=1.[H-].[Na+].Cl[C:15]1[CH:20]=[C:19]([Cl:21])[CH:18]=[C:17]([O:22][CH2:23][C:24]2[CH:28]=[CH:27][S:26][CH:25]=2)[N:16]=1.O>CN(C)C(=O)C>[Cl:21][C:19]1[CH:20]=[C:15]([O:9][C:5]2[CH:6]=[CH:7][CH:8]=[C:3]([C:2]([F:10])([F:11])[F:1])[CH:4]=2)[N:16]=[C:17]([O:22][CH2:23][C:24]2[CH:28]=[CH:27][S:26][CH:25]=2)[CH:18]=1 |f:1.2|. Procedure: To a solution of meta-trifluoromethylphenol (0.28 g, 0.0018×1.0 mol) in 10 ml of dry N,N-dimethylacetamide, sodium hydride (0.077 g, (ca.60% in mineral oil), 0.0018×1.1 mol) was added. After the bubbling ceased, a solution of 2,4-dichloro-6-(3-thienylmethyloxy)pyridine (0.46 g, 0.0018 mol) in 10 ml of dry N,N-dimethylacetamide was added dropwise and the resultant solution was stirred for about 7 hours at the temperature of 160° to 170° C. After allowed to cool, water was added to the reaction so... Starting materials: O[C@@H](CN1C(C2=C(CC1)NC(=C2C)C=O)=O)CN2CCOCC2 ((R)-5-(2-hydroxy-3-morpholin-4-yl-propyl)-3-methyl-4-oxo-4,5,6,7tetrahydro-1H-pyrrolo[3,2-c]pyridine-2-carbaldehyde), BrC=1C=C2CC(NC2=CC1)=O (5-bromo-1,3-dihydro-indol-2-one). Yields the product BrC=1C=C2/C(/C(NC2=CC1)=O)=C/C1=C(C=2C(N(CCC2N1)C[C@@H](CN1CCOCC1)O)=O)C ((R,Z)-2-(5-bromo-2-oxo-1,2-dihydro-indol-3-ylidenemethyl)-5-(2-hydroxy-3-morpholin-4-yl-propyl)-3-methyl-1,5,6,7-tetrahydro-pyrrolo[3,2-c]pyridin-4-one). Yield: 50.0%. As a reaction SMILES: [OH:1][C@H:2]([CH2:17][N:18]1[CH2:23][CH2:22][O:21][CH2:20][CH2:19]1)[CH2:3][N:4]1[CH2:9][CH2:8][C:7]2[NH:10][C:11]([CH:14]=O)=[C:12]([CH3:13])[C:6]=2[C:5]1=[O:16].[Br:24][C:25]1[CH:26]=[C:27]2[C:31](=[CH:32][CH:33]=1)[NH:30][C:29](=[O:34])[CH2:28]2>>[Br:24][C:25]1[CH:26]=[C:27]2[C:31](=[CH:32][CH:33]=1)[NH:30][C:29](=[O:34])/[C:28]/2=[CH:14]\[C:11]1[NH:10][C:7]2[CH2:8][CH2:9][N:4]([CH2:3][C@H:2]([OH:1])[CH2:17][N:18]3[CH2:19][CH2:20][O:21][CH2:22][CH2:23]3)[C:5](=[O:16])[C:6]=2[C:12]=1[CH3:13]. Procedure: The title compound was prepared under the same conditions as described in step 6 of Example 1 with (R)-5-(2-hydroxy-3-morpholin-4-yl-propyl)-3-methyl-4-oxo-4,5,6,7-tetrahydro-1H-pyrrolo[3,2-c]pyridine-2-carbaldehyde 1f obtained from step 5 of Example 1 and 5-bromo-1,3-dihydro-indol-2-one as starting materials to give (R,Z)-2-(5-bromo-2-oxo-1,2-dihydro-indol-3-ylidenemethyl)-5-(2-hydroxy-3-morpholin-4-yl-propyl)-3-methyl-1,5,6,7-tetrahydro-pyrrolo[3,2-c]pyridin-4-one 4 (24 mg, yield 50%) as a yel... Reactants: NC=1C=CC(=NC1)CC(=O)O ((5-amino-2-pyridinyl)acetic acid), OS(=O)(=O)O (H2SO4), C(C)O (ethanol), C(=O)(O)[O-].[Na+] (NaHCO3). Reaction conditions: time 16.5 hour. The product is C(C)OC(CC1=NC=C(C=C1)N)=O (ethyl(5-amino-2-pyridinyl)acetate). As a reaction SMILES: [NH2:1][C:2]1[CH:3]=[CH:4][C:5]([CH2:8][C:9]([OH:11])=[O:10])=[N:6][CH:7]=1.OS(O)(=O)=O.C([O-])(O)=O.[Na+].[CH2:22](O)[CH3:23]>>[CH2:22]([O:10][C:9](=[O:11])[CH2:8][C:5]1[CH:4]=[CH:3][C:2]([NH2:1])=[CH:7][N:6]=1)[CH3:23] |f:2.3|. Reported procedure: To a solution of (5-amino-2-pyridinyl)acetic acid (1.46 g, 9.6 mmol, Daisley; R. W.; Hanbali, J. R., Synthetic Communications., 1981, 11 (9), 743.) in ethanol was added conc. H2SO4 and stirred for 16.5 h under hydrogen atmosphere at room temperature. The mixture was neutralized with saturated NaHCO3 aqueous solution and the solvent was removed. The mixture was diluted with water and extracted with ethyl acetate (5×20 ml). The organic layer was washed with brine, dried (MgSO4) and concentrated to... Reactants: CN([C@@H]1[C@H](CCC1)NC(C1=C(C=CC=C1)N1N=CC=N1)=O)C1=NC=C(N=C1)C(F)(F)F (N-[(1S,2S)-2-{Methyl[5-(trifluoromethyl)pyrazin-2-yl]amino}cyclopentyl]-2-(2H-1,2,3-triazol-2-yl)benzamide), FC1=C(C(=O)O)C(=CC=C1)N1N=CC=N1 (2-fluoro-6-(2H-1,2,3-triazol-2-yl)benzoic acid), CN([C@@H]1[C@H](CCC1)N)C1=NC=C(N=C1)C(F)(F)F ((1S,2S)-1-N-methyl-1-N-[5-(trifluoromethyl)pyrazin-2-yl]cyclopentane-1,2-diamine), CN([C@@H]1[C@H](CCC1)N)C1=NC=C(N=C1)C(F)(F)F ((1S,2S)-1-N-methyl-1-N-[5-(trifluoromethyl)pyrazin-2-yl]cyclopentane-1,2-diamine). Yields the product FC1=C(C(=O)N[C@@H]2[C@H](CCC2)N(C2=NC=C(N=C2)C(F)(F)F)C)C(=CC=C1)N1N=CC=N1 (2-Fluoro-N-[(1S,2S)-2-{methyl[5-(trifluoromethyl)pyrazin-2-yl]amino}cyclopentyl]-6-(2H-1,2,3-triazol-2-yl)benzamide). Reaction SMILES: [CH3:1][N:2]([C:22]1[CH:27]=[N:26][C:25]([C:28]([F:31])([F:30])[F:29])=[CH:24][N:23]=1)[C@H:3]1[CH2:7][CH2:6][CH2:5][C@@H:4]1[NH:8][C:9](=[O:21])[C:10]1[CH:15]=[CH:14][CH:13]=[CH:12][C:11]=1[N:16]1[N:20]=[CH:19][CH:18]=[N:17]1.CN(C1C=NC(C(F)(F)[F:47])=CN=1)[C@H]1CCC[C@@H]1N.FC1C=CC=C(N2N=CC=N2)C=1C(O)=O>>[F:47][C:15]1[CH:14]=[CH:13][CH:12]=[C:11]([N:16]2[N:20]=[CH:19][CH:18]=[N:17]2)[C:10]=1[C:9]([NH:8][C@H:4]1[CH2:5][CH2:6][CH2:7][C@@H:3]1[N:2]([CH3:1])[C:22]1[CH:27]=[N:26][C:25]([C:28]([F:29])([F:31])[F:30])=[CH:24][N:23]=1)=[O:21]. Procedure: Prepared according to the procedure for N-[(1S,2S)-2-{methyl[5-(trifluoromethyl)pyrazin-2-yl]amino}cyclopentyl]-2-(2H-1,2,3-triazol-2-yl)benzamide (Example 73) from (1S,2S)-1-N-methyl-1-N-[5-(trifluoromethyl)pyrazin-2-yl]cyclopentane-1,2-diamine (Intermediate 22; 59 mg, 0.23 mmol) and 2-fluoro-6-(2H-1,2,3-triazol-2-yl)benzoic acid (CAS number 1186050-58-7; 56 mg, 0.27 mmol) to afford the title compound. Reactants: C(C)(=O)N1C(C(C2=CC=C(C=C12)C(=O)OCC)=C(C1=CC=CC=C1)OCC)=O (1-acetyl-3-(1-ethoxy-1-phenylmethylene)-6-ethoxycarbonyl-2-indolinone), N1N=NN=C1C1=CC=C(N)C=C1 (4-(tetrazol-5-yl)-aniline). Product: N1N=NN=C1C1=CC=C(N\C(\C2=CC=CC=C2)=C\2/C(NC3=CC(=CC=C23)C(=O)OCC)=O)C=C1 (3-Z-[1-(4-(tetrazol-5-yl)-anilino)-1-phenyl-methylene]-6-ethoxycarbonyl-2-indolinone). Reaction SMILES: C([N:4]1[C:12]2[C:7](=[CH:8][CH:9]=[C:10]([C:13]([O:15][CH2:16][CH3:17])=[O:14])[CH:11]=2)[C:6](=[C:18](OCC)[C:19]2[CH:24]=[CH:23][CH:22]=[CH:21][CH:20]=2)[C:5]1=[O:28])(=O)C.[NH:29]1[C:33]([C:34]2[CH:40]=[CH:39][C:37]([NH2:38])=[CH:36][CH:35]=2)=[N:32][N:31]=[N:30]1>>[NH:32]1[C:33]([C:34]2[CH:40]=[CH:39][C:37]([NH:38]/[C:18](=[C:6]3\[C:5](=[O:28])[NH:4][C:12]4[C:7]\3=[CH:8][CH:9]=[C:10]([C:13]([O:15][CH2:16][CH3:17])=[O:14])[CH:11]=4)/[C:19]3[CH:24]=[CH:23][CH:22]=[CH:21][CH:20]=3)=[CH:36][CH:35]=2)=[N:29][N:30]=[N:31]1. Procedure details: Prepared from 1-acetyl-3-(1-ethoxy-1-phenylmethylene)-6-ethoxycarbonyl-2-indolinone and 4-(tetrazol-5-yl)-aniline Rf value: 0.5 (silica gel, methylene chloride/ethanol=5:1) C25H20N6O3 The reactants are C(C)OC(C[C@H]1CC[C@H]2[C@@H]3CC=C4C[C@H](C[C@@H]([C@]4(C)[C@H]3CC[C@]12C)OC1OCCCC1)OC1OCCCC1)=O ([1α,3β]-1,3-bis[(tetrahydro-2H-pyran-2-yl)oxy]pregn-5-en-21-oic acid ethyl ester), C(C)(C)NC(C)C (diisopropylamine), C(CCC)[Li] (butyllithium). Run in O1CCCC1 (tetrahydrofuran), O1CCCC1 (tetrahydrofuran), CCCCCC (hexane). Conditions: time 0.5 hour. Yields the product lithium enolate, C(C)OC(C[C@H]1CC[C@H]2[C@@H]3CC=C4CCCC[C@]4(C)[C@H]3CC[C@]12C)=O (pregn-5-en-21-oic acid ethyl ester). RXN SMILES: C(NC(C)C)(C)C.C([Li])CCC.[CH2:13]([O:15][C:16](=[O:51])[CH2:17][C@@H:18]1[C@:35]2([CH3:36])[C@H:21]([C@H:22]3[C@H:32]([CH2:33][CH2:34]2)[C@:30]2([CH3:31])[C:25]([CH2:26][C@@H:27](OC4CCCCO4)[CH2:28][C@@H:29]2OC2CCCCO2)=[CH:24][CH2:23]3)[CH2:20][CH2:19]1)[CH3:14]>O1CCCC1.CCCCCC>[CH2:13]([O:15][C:16](=[O:51])[CH2:17][C@@H:18]1[C@:35]2([CH3:36])[C@H:21]([C@H:22]3[C@H:32]([CH2:33][CH2:34]2)[C@:30]2([CH3:31])[C:25]([CH2:26][CH2:27][CH2:28][CH2:29]2)=[CH:24][CH2:23]3)[CH2:20][CH2:19]1)[CH3:14]. Procedure: To a solution of 1.0 mL of diisopropylamine in 3 mL of tetrahydrofuran at -30° C. was added 3.82 mL (0.0061 mol) of 1.6 M of butyllithium in hexane. After stirring for 0.5 hr, 3.03 g (0.0056 mol) of [1α,3β]-1,3-bis[(tetrahydro-2H-pyran-2-yl)oxy]pregn-5-en-21-oic acid ethyl ester in 30 mL of tetrahydrofuran was added dropwise to yield the lithium enolate of [1α,3β]-1,3-bis[tetrahydro-2H-pyran-2-yl)oxy]pregn-5-en-21-oic acid ethyl ester. The mixture was stirred for 1 hr at -30° C. and cooled to -7...